From a dataset of the Open Reaction Database (ORD), a public repository of structured organic reaction records. describe an organic reaction: reactants, conditions, products, and yield The reactants are CCCCCCCCBr, CCCCCCCCOc1cc2ccc(-c3ncc(O)cn3)cc2c(F)n1, [H-], [Na+], CN(C)C=O, O. The product is CCCCCCCCOc1cnc(-c2ccc3cc(OCCCCCCCC)nc(F)c3c2)nc1. As a reaction SMILES: [CH2:30]([CH2:31][CH2:32][CH2:33][CH2:34][CH2:35][CH2:36][CH3:37])[Br:38].[F:1][c:2]1[n:3][c:4]([O:19][CH2:20][CH2:21][CH2:22][CH2:23][CH2:24][CH2:25][CH2:26][CH3:27])[cH:5][c:6]2[cH:7][cH:8][c:9](-[c:12]3[n:13][cH:14][c:15]([OH:18])[cH:16][n:17]3)[cH:10][c:11]12.[H-:28].[Na+:29].[O:40]=[CH:41][N:42]([CH3:43])[CH3:44].[OH2:39]>>[F:1][c:2]1[n:3][c:4]([O:19][CH2:20][CH2:21][CH2:22][CH2:23][CH2:24][CH2:25][CH2:26][CH3:27])[cH:5][c:6]2[cH:7][cH:8][c:9](-[c:12]3[n:13][cH:14][c:15]([O:18][CH2:30][CH2:31][CH2:32][CH2:33][CH2:34][CH2:35][CH2:36][CH3:37])[cH:16][n:17]3)[cH:10][c:11]12.